This data is from the Open Reaction Database (ORD), a public repository of structured organic reaction records. The task is: describe an organic reaction: reactants, conditions, products, and yield The reactants are CC1=CC=C(C=C1)C(C(=O)OC(C)(C)C)=O (tert-butyl 2-(4-methyl-phenyl)-2-oxo-acetate), O (water), C(C)(=O)O (acetic acid), solution, C1(=CC=CC=C1)[Li] (phenyllithium). The solvent is C1CCOC1 (THF), C(C)OCC (diethyl ether), C1=CC=CC=C1.C(C)OCC (benzene diethyl ether). Reaction conditions: time 1 hour. Yields the product CC1=CC=C(C=C1)C(C(=O)OC(C)(C)C)(O)C1=CC=CC=C1 (tert-Butyl 2-(4-methyl-phenyl)-2-phenyl-2-hydroxy-acetate). RXN SMILES: [C:1]1([Li])[CH:6]=[CH:5][CH:4]=[CH:3][CH:2]=1.[CH3:8][C:9]1[CH:14]=[CH:13][C:12]([C:15](=[O:23])[C:16]([O:18][C:19]([CH3:22])([CH3:21])[CH3:20])=[O:17])=[CH:11][CH:10]=1.O.C(O)(=O)C>C1C=CC=CC=1.C(OCC)C.C1COCC1.C(OCC)C>[CH3:8][C:9]1[CH:10]=[CH:11][C:12]([C:15]([C:1]2[CH:6]=[CH:5][CH:4]=[CH:3][CH:2]=2)([OH:23])[C:16]([O:18][C:19]([CH3:20])([CH3:22])[CH3:21])=[O:17])=[CH:13][CH:14]=1 |f:4.5|. Procedure: 30 ml of a 2M solution (60 mol) of phenyllithium in benzene/diethyl ether (3:1) are added dropwise at 0° C. with stirring to 13.2 g (60 mmol) of tert-butyl 2-(4-methyl-phenyl)-2-oxo-acetate under argon in 70 ml of THF and the mixture is stirred at room temperature for a further 1 h. The mixture is diluted with 80 ml of diethyl ether, poured into 150 ml of water with stirring, neutralised with 1N acetic acid and extracted three times with diethyl ether. The combined organic phases are dried over ... Reactants: FC(C(=O)O)(F)F.ClC=1C=CC(=NC1)NC(C1=C(C=CC=C1)NC(=O)OC1CNCC1)=O (N-(5-chloropyridin-2-yl)-2-[(pyrrolidin-3-yloxycarbonyl)amino]benzamide trifluoroacetate), C1(CCCC1)=O (cyclopentanone), C(#N)[BH3-].[Na+] (sodium cyanoborohydride). Product: ClC=1C=CC(=NC1)NC(C1=C(C=CC=C1)NC(=O)OC1CN(CC1)C1CCCC1)=O (N-(5-Chloropyridin-2-yl)-2-[(1-cyclopentylpyrrolidin-3-yloxycarbonyl)amino]benzamide). The yield is 86.2%. As a reaction SMILES: FC(F)(F)C(O)=O.[Cl:8][C:9]1[CH:10]=[CH:11][C:12]([NH:15][C:16](=[O:32])[C:17]2[CH:22]=[CH:21][CH:20]=[CH:19][C:18]=2[NH:23][C:24]([O:26][CH:27]2[CH2:31][CH2:30][NH:29][CH2:28]2)=[O:25])=[N:13][CH:14]=1.[C:33]1(=O)[CH2:37][CH2:36][CH2:35][CH2:34]1.C([BH3-])#N.[Na+]>>[Cl:8][C:9]1[CH:10]=[CH:11][C:12]([NH:15][C:16](=[O:32])[C:17]2[CH:22]=[CH:21][CH:20]=[CH:19][C:18]=2[NH:23][C:24]([O:26][CH:27]2[CH2:31][CH2:30][N:29]([CH:33]3[CH2:37][CH2:36][CH2:35][CH2:34]3)[CH2:28]2)=[O:25])=[N:13][CH:14]=1 |f:0.1,3.4|. Reported procedure: Using a similar procedure to that described in Example 9-C, N-(5-chloropyridin-2-yl)-2-[(pyrrolidin-3-yloxycarbonyl)amino]benzamide trifluoroacetate (100 mg, 0.211 mmol), cyclopentanone (0.095 mL, 1.05 mmol), and sodium cyanoborohydride (53 mg, 0.84 mmol) yielded 78 mg (87%) of the title compound. Yields the product CC(C)OC(=O)c3ccc2cc(c1ccccc1)ccc2c3. Reagents/catalysts: PCy3. Reactants: CC(C)C[Al](CC(C)C)c1ccccc1 (effective_coupling_partner), CCN(CC)C(=O)Oc2ccc1cc(C(=O)OC(C)C)ccc1c2 (substrate). Run at temperature 50 celsius, time 24 hour. The reactants are C(C1=CC=CC=C1)OC(=O)N1[C@@H](C[C@H](C1)OS(=O)(=O)C)COCC(CC(=O)OCC)OS(=O)(=O)C ((2S,4R)-1-benzyloxycarbonyl-2-[{3-(ethoxycarbonyl)-2-methanesulfonyloxypropyl}oxymethyl]-4-methanesulfonyloxypyrrolidine), N12CCCCCC2=NCCC1 (1,8-diazabicyclo[5.4.0]undec-7-ene). The solvent is C(C)(=O)OCC (ethyl acetate), O (water), Cl (hydrochloric acid), O1CCCC1 (tetrahydrofuran). Reaction conditions: time 1 hour. Yields the product C(C1=CC=CC=C1)OC(=O)N1[C@@H](C[C@H](C1)OS(=O)(=O)C)COCC=CC(=O)OCC ((2S,4R)-1-benzyloxycarbonyl-2-[{3-[ethoxycarbonyl)-2-propenyl}oxymethyl]-4-methanesulfonyloxypyrrolidine). Isolated yield 89.5%. RXN SMILES: [CH2:1]([O:8][C:9]([N:11]1[CH2:15][C@H:14]([O:16][S:17]([CH3:20])(=[O:19])=[O:18])[CH2:13][C@H:12]1[CH2:21][O:22][CH2:23][CH:24](OS(C)(=O)=O)[CH2:25][C:26]([O:28][CH2:29][CH3:30])=[O:27])=[O:10])[C:2]1[CH:7]=[CH:6][CH:5]=[CH:4][CH:3]=1.N12CCCN=C1CCCCC2>O1CCCC1.C(OCC)(=O)C.O.Cl>[CH2:1]([O:8][C:9]([N:11]1[CH2:15][C@H:14]([O:16][S:17]([CH3:20])(=[O:19])=[O:18])[CH2:13][C@H:12]1[CH2:21][O:22][CH2:23][CH:24]=[CH:25][C:26]([O:28][CH2:29][CH3:30])=[O:27])=[O:10])[C:2]1[CH:3]=[CH:4][CH:5]=[CH:6][CH:7]=1. Reported procedure: To a solution of (2S,4R)-1-benzyloxycarbonyl-2-[{3-(ethoxycarbonyl)-2-methanesulfonyloxypropyl}oxymethyl]-4-methanesulfonyloxypyrrolidine (3.7 g) in tetrahydrofuran (40 ml) was added 1,8-diazabicyclo[5.4.0]undec-7-ene (5.1 ml) at ambient temperature and the mixture was stirred for one hour. Removal of the solvent in vacuo gave an oil which was dissolved in a mixture of ethyl acetate (100 ml), water (50 ml) and 1N-hydrochloric acid (10 ml). The organic layer was separated, washed twice with brine... The reactants are C(Cl)Cl (methylene chloride), FC1=C(OC2=NC=C(C=C2)CC[N+](=O)[O-])C=CC=C1 (2-(2-fluoro-phenoxy)-5-(2-nitro-ethyl)-pyridine), CO (methanol), C[O-].[Li+] (lithium methoxide). Reagents/catalysts: [Ti](Cl)(Cl)(Cl)Cl (Titanium (IV) chloride). Run in O1CCCC1 (tetrahydrofuran), O (water), O (Water). Run at time 5 minute. The product is FC1=C(OC2=CC=C(C=N2)CC(=NO)Cl)C=CC=C1 ((6-(2-Fluoro-phenoxy)-pyridin-3-yl)-acetohydroximoyl chloride). Reaction SMILES: [F:1][C:2]1[CH:19]=[CH:18][CH:17]=[CH:16][C:3]=1[O:4][C:5]1[CH:10]=[CH:9][C:8]([CH2:11][CH2:12][N+:13]([O-])=[O:14])=[CH:7][N:6]=1.CO.C[O-].[Li+].C(Cl)[Cl:26]>[Ti](Cl)(Cl)(Cl)Cl.O.O1CCCC1>[F:1][C:2]1[CH:19]=[CH:18][CH:17]=[CH:16][C:3]=1[O:4][C:5]1[N:6]=[CH:7][C:8]([CH2:11][C:12]([Cl:26])=[N:13][OH:14])=[CH:9][CH:10]=1 |f:2.3|. Procedure: To a mixture of 2-(2-fluoro-phenoxy)-5-(2-nitro-ethyl)-pyridine (150 mg, 0.59 mmol) described in Manufacturing Example 74-1-3 and methanol (1.5 mL) was added lithium methoxide (45 mg, 1.2 mmol) at room temperature, which was stirred for 5 minutes at room temperature. The solvent was evaporated from the reaction mixture under a reduced pressure. Titanium (IV) chloride (140 μL, 1.3 mmol) was added at −78° C. to a mixture of the resulting residue, methylene chloride (2 mL) and tetrahydrofuran (1 mL...